This data is from the Open Reaction Database (ORD), a public repository of structured organic reaction records. The task is: describe an organic reaction: reactants, conditions, products, and yield Starting materials: IC1=C(C=CC=C1)CC(=O)OC (methyl 2-iodophenylacetate), C(C=C)[Sn](CCCC)(CCCC)CCCC (allyl tributylstannane). The reagents and catalysts are C=1C=CC(=CC1)[P](C=2C=CC=CC2)(C=3C=CC=CC3)[Pd]([P](C=4C=CC=CC4)(C=5C=CC=CC5)C=6C=CC=CC6)([P](C=7C=CC=CC7)(C=8C=CC=CC8)C=9C=CC=CC9)[P](C=1C=CC=CC1)(C=1C=CC=CC1)C=1C=CC=CC1 (Tetrakis(triphenylphosphine)palladium). The solvent is C1(=CC=CC=C1)C (toluene). Run at temperature 110 celsius. Product: C(C=C)C1=C(C=CC=C1)CC(=O)OC (Methyl 2-allylphenylacetate). Yield: 65.0%. Reaction SMILES: I[C:2]1[CH:7]=[CH:6][CH:5]=[CH:4][C:3]=1[CH2:8][C:9]([O:11][CH3:12])=[O:10].[CH2:13]([Sn](CCCC)(CCCC)CCCC)[CH:14]=[CH2:15]>C1(C)C=CC=CC=1.C1C=CC([P]([Pd]([P](C2C=CC=CC=2)(C2C=CC=CC=2)C2C=CC=CC=2)([P](C2C=CC=CC=2)(C2C=CC=CC=2)C2C=CC=CC=2)[P](C2C=CC=CC=2)(C2C=CC=CC=2)C2C=CC=CC=2)(C2C=CC=CC=2)C2C=CC=CC=2)=CC=1>[CH2:15]([C:2]1[CH:7]=[CH:6][CH:5]=[CH:4][C:3]=1[CH2:8][C:9]([O:11][CH3:12])=[O:10])[CH:14]=[CH2:13] |^1:39,41,60,79|. Reported procedure: To a solution of methyl 2-iodophenylacetate (1.00 g, 3.62 mmol, prepared from the corresponding acid according to litt. Tetrahedron 63, 2007, 9979) in toluene (45 mL) was added Tetrakis(triphenylphosphine)palladium (209 mg, 0.0.181 mmol) and allyl tributylstannane (1.35 mL, 4.34 mmol). The resulting solution was heated to 110° C. for 20 h and then cooled down. The solvents were removed in vacuo. The yellow oil was partitioned between acetonitrile (30 mL) and hexane (30 mL) and the acetonitrile l... Starting materials: [Cl-].[NH4+] (ammonium chloride), COC(CC1=C(C=C(C=C1)Cl)F)=O ((4-chloro-2-fluoro-phenyl)-acetic Acid Methyl Ester), C1(CCCCC1)P(C1=C(C=CC=C1)C1=C(C=CC=C1OC)OC)C1CCCCC1 (2-dicyclohexylphosphino-2′,6′-dimethoxy-1,1′-biphenyl), P(=O)([O-])([O-])[O-].[K+].[K+].[K+] (potassium phosphate), CC=1C=C(C=C(C1B1OC(C(O1)(C)C)(C)C)C)C(CC)(CC)C1=CC(=C(C=C1)\C=C\C(CC)(O)CC)C ((E)-1-(4-{1-[3,5-dimethyl-4-(4,4,5,5-tetramethyl-[1,3,2]dioxaborolan-2-yl)-phenyl]-1-ethyl-propyl}-2-methyl-phenyl)-3-ethyl-1-penten-3-ol). The reagents and catalysts are C(C)(=O)[O-].[Pd+2].C(C)(=O)[O-] (palladium acetate). The solvent is C1(=CC=CC=C1)C (toluene), O (water). Reaction conditions: temperature 100 celsius, time 1 hour. Yields the product COC(CC1=C(C=C(C=C1)C1=C(C=C(C=C1C)C(CC)(C1=CC(=C(C=C1)\C=C\C(CC)(O)CC)C)CC)C)F)=O ((E)-(4′-{1-ethyl-1-[4-(3-ethyl-3-hydroxy-1-pentenyl)-3-methyl-phenyl]-propyl}-3-fluoro-2′,6′-dimethyl-biphenyl-4-yl)-acetic Acid Methyl Ester). The yield is 60.3%. RXN SMILES: [CH3:1][O:2][C:3](=[O:13])[CH2:4][C:5]1[CH:10]=[CH:9][C:8](Cl)=[CH:7][C:6]=1[F:12].C1(P(C2CCCCC2)C2C=CC=CC=2C2C(OC)=CC=CC=2OC)CCCCC1.P([O-])([O-])([O-])=O.[K+].[K+].[K+].[CH3:51][C:52]1[CH:53]=[C:54]([C:68]([C:73]2[CH:78]=[CH:77][C:76](/[CH:79]=[CH:80]/[C:81]([CH2:85][CH3:86])([OH:84])[CH2:82][CH3:83])=[C:75]([CH3:87])[CH:74]=2)([CH2:71][CH3:72])[CH2:69][CH3:70])[CH:55]=[C:56]([CH3:67])[C:57]=1B1OC(C)(C)C(C)(C)O1.[Cl-].[NH4+]>C1(C)C=CC=CC=1.C([O-])(=O)C.[Pd+2].C([O-])(=O)C.O>[CH3:1][O:2][C:3](=[O:13])[CH2:4][C:5]1[CH:10]=[CH:9][C:8]([C:57]2[C:56]([CH3:67])=[CH:55][C:54]([C:68]([CH2:69][CH3:70])([C:73]3[CH:78]=[CH:77][C:76](/[CH:79]=[CH:80]/[C:81]([CH2:85][CH3:86])([OH:84])[CH2:82][CH3:83])=[C:75]([CH3:87])[CH:74]=3)[CH2:71][CH3:72])=[CH:53][C:52]=2[CH3:51])=[CH:7][C:6]=1[F:12] |f:2.3.4.5,7.8,10.11.12|. Procedure: (4-Chloro-2-fluoro-phenyl)acetic acid methyl ester (Example 40; 30 mg, 0.149 mmol), palladium acetate (2.2 mg, 0.010 mmol), 2-dicyclohexylphosphino-2′,6′-dimethoxy-1,1′-biphenyl (8.2 mg, 0.020 mmol), potassium phosphate (63 mg, 0.297 mmol) and water (0.2 mL) were added to a solution of (E)-1-(4-{1-[3,5-dimethyl-4-(4,4,5,5-tetramethyl-[1,3,2]dioxaborolan-2-yl)-phenyl]-1-ethyl-propyl}-2-methyl-phenyl)-3-ethyl-1-penten-3-ol (Example 38-(6); 50 mg, 0.099 mmol) in toluene (2 mL). After replacement wi... The reactants are C/C(=C\C(=O)C)/O.C/C(=C/C(=O)C)/O.[Co] (cobalt(II)acetylacetonate), [Co](Cl)Cl (cobalt dichloride), C(C)(=O)CC(C)=O (acetylacetone), N (ammonia), C(C)(=O)CC(C)=O (acetylacetone), OO (hydrogen peroxide), solution, OO (hydrogen peroxide), anhydrous compound. Run in O (water), CO (methanol). Reaction conditions: temperature 65 celsius. Yields the product CC(=O)CC(=O)C.CC(=O)CC(=O)C.CC(=O)CC(=O)C.[Co] (cobalt(III)acetylacetonate). As a reaction SMILES: [CH3:1]/[C:2](/[OH:7])=[CH:3]\[C:4]([CH3:6])=[O:5].[CH3:8]/[C:9](/[OH:14])=[CH:10]/[C:11]([CH3:13])=[O:12].[Co].[Co:16](Cl)Cl.[C:19]([CH2:22][C:23](=[O:25])[CH3:24])(=[O:21])[CH3:20].N.OO>CO.O>[CH3:6][C:4]([CH2:3][C:2]([CH3:1])=[O:7])=[O:5].[CH3:13][C:11]([CH2:10][C:9]([CH3:8])=[O:14])=[O:12].[CH3:20][C:19]([CH2:22][C:23]([CH3:24])=[O:25])=[O:21].[Co:16] |f:0.1.2,9.10.11.12|. Reported procedure: 582.5 grams cobalt(II)acetylacetonate, made from cobalt dichloride and acetylacetone by reaction with ammonia, having a water content of 11.7% by weight, corresponding to 509.6 grams of the anhydrous compound, were dissolved in 2 liters of methanol at room temperature and thereto 210 grams of acetylacetone were added at 35° C, while stirring. Subsequently, to the clear solution 150 grams hydrogen peroxide of about 30% were added within 8 minutes, which led to an increase in temperature of the so... Reactants: NN (hydrazine), C1=CC2=C(C=C1N=C=S)C(=O)OC23C4=C(C=C(C=C4)O)OC5=C3C=CC(=C5)O (fluorescein-5-isothiocyanate), ivDde, N[C@@H](CCCCN)C(=O)O (lysine), C(C)(C)N(CC)C(C)C (diisopropylethylamine), C=1C=CC(=C(C1)C2=C3C=CC(=O)C=C3OC4=C2C=CC(=C4)O)C(=O)O (fluorescein). Solvent: CN(C)C=O (DMF), CN(C)C=O (DMF). Run at time 12 hour. Yields the product C1=CC2=C(C=C1C(=O)O)C(=O)OC23C4=C(C=C(C=C4)O)OC5=C3C=CC(=C5)O (5-Carboxyfluorescein). RXN SMILES: N[C@H]([C:8]([OH:10])=[O:9])CCCCN.NN.[CH:13]1[C:18](N=C=S)=[CH:17][C:16]2[C:22]([O:24][C:25]3([C:35]4[CH:36]=[CH:37][C:38]([OH:40])=[CH:39][C:34]=4[O:33][C:27]4[CH:28]=[C:29]([OH:32])[CH:30]=[CH:31][C:26]3=4)[C:15]=2[CH:14]=1)=[O:23].C(N(C(C)C)CC)(C)C.C1C=CC(C(O)=O)=C(C2C3C=CC(O)=CC=3OC3C=2C=CC(C=3)=O)C=1>CN(C=O)C>[CH:13]1[C:18]([C:8]([OH:10])=[O:9])=[CH:17][C:16]2[C:22]([O:24][C:25]3([C:35]4[CH:36]=[CH:37][C:38]([OH:40])=[CH:39][C:34]=4[O:33][C:27]4[CH:28]=[C:29]([OH:32])[CH:30]=[CH:31][C:26]3=4)[C:15]=2[CH:14]=1)=[O:23]. Procedure: Peptide-resin obtained via Method 5, containing an ivDde protecting group on the epsilon nitrogen of lysine, was mixed with a solution of hydrazine in DMF (10% hydrazine/DMF, 2×10 mL, 10 min) to remove the ivDde group. The epsilon nitrogen of the lysine was labeled with fluorescein-5-isothiocyanate (0.12 mmol) and diisopropylethylamine (0.12 mmol) in DMF. The mixture was agitated for 12 h (fluorescein-containing compounds were protected from light). The resin was then washed with DMF (3×10 mL) a... Starting materials: BrN1C(CCC1=O)=O (N-bromosuccinimide), C(C)OC=1C(=C(C=O)C=CC1)O (3-ethoxy-2-hydroxybenzaldehyde). The solvent is C(C)#N (acetonitrile). Conditions: time 3 hour. The product is BrC=1C=C(C(=C(C=O)C1)O)OCC (5-bromo-3-ethoxy-2-hydroxybenzaldehyde). The yield is 33.6%. Reaction SMILES: [Br:1]N1C(=O)CCC1=O.[CH2:9]([O:11][C:12]1[C:13]([OH:20])=[C:14]([CH:17]=[CH:18][CH:19]=1)[CH:15]=[O:16])[CH3:10]>C(#N)C>[Br:1][C:18]1[CH:19]=[C:12]([O:11][CH2:9][CH3:10])[C:13]([OH:20])=[C:14]([CH:17]=1)[CH:15]=[O:16]. Reported procedure: After adding 5.59 g of N-bromosuccinimide to a solution of 5.11 g of 3-ethoxy-2-hydroxybenzaldehyde in 100 ml of acetonitrile, the mixture was stirred at room temperature for 3 hours. The reaction mixture was concentrated, water was added to the residue, and extraction was performed with ethyl acetate. The organic layer was dried over anhydrous magnesium sulfate. The desiccating agent was filtered off and the filtrate was concentrated under reduced pressure. The residue was recrystallized using ... Reactants: N(=C=O)S(=O)(=O)C1=C(C(=O)OC)C=CC=C1 (Methyl 2-(isocyanatosulfonyl)benzoate), NC1=NC(=NC(=N1)C)OC(C(=O)OCC)C (ethyl 2-[(4-amino-6-methyl-1,3,5-triazin-2-yl)-oxy]propanoate), S(=O)(=O)(N=C=O)N=C=O (sulfonylisocyanate), [OH-].[Na+] (sodium hydroxide), S(=O)(=O)(N=C=O)N=C=O (sulfonylisocyanate), Cl (hydrochloric acid). Run in C(Cl)Cl (methylene chloride), O (water). Product: C(=O)(O)C(C)OC1=NC(=NC(=N1)C)NC(=O)NS(=O)(=O)C1=C(C(=O)OC)C=CC=C1 (Methyl 2-[[[4-(1-carboxyethoxy)-6-methyl-1,3,5-triazin-2-yl]aminocarbonyl]aminosulfonyl]benzoate). Isolated yield 23.8%. RXN SMILES: [N:1]([S:4]([C:7]1[CH:16]=[CH:15][CH:14]=[CH:13][C:8]=1[C:9]([O:11][CH3:12])=[O:10])(=[O:6])=[O:5])=[C:2]=[O:3].[NH2:17][C:18]1[N:23]=[C:22]([CH3:24])[N:21]=[C:20]([O:25][CH:26]([CH3:32])[C:27]([O:29]CC)=[O:28])[N:19]=1.S(N=C=O)(N=C=O)(=O)=O.[OH-].[Na+].Cl>C(Cl)Cl.O>[C:27]([CH:26]([O:25][C:20]1[N:21]=[C:22]([CH3:24])[N:23]=[C:18]([NH:17][C:2]([NH:1][S:4]([C:7]2[CH:16]=[CH:15][CH:14]=[CH:13][C:8]=2[C:9]([O:11][CH3:12])=[O:10])(=[O:6])=[O:5])=[O:3])[N:19]=1)[CH3:32])([OH:29])=[O:28] |f:3.4|. Procedure details: Methyl 2-(isocyanatosulfonyl)benzoate (10.1 g) and 8.0 g of ethyl 2-[(4-amino-6-methyl-1,3,5-triazin-2-yl)-oxy]propanoate were stirred in 80 ml of methylene chloride at ambient temperature for 18 hours. An additional 2 g of the sulfonylisocyanate was added and the reaction mixture was stirred for four more hours and then 2 g more of the sulfonylisocyanate was added. After stirring for four more hours at ambient temperature, 400 ml of water was added and the pH of this mixture was adjusted to pH ...